From a dataset of the Open Reaction Database (ORD), a public repository of structured organic reaction records. describe an organic reaction: reactants, conditions, products, and yield Reactants: C1CCNC1, [Li]CCCC, C1COCCOCCOCCOCCOCCO1, C1CCOC1, OC1(c2cccnc2F)CCN(CC23CC(c4ccccc42)c2ccccc23)CC1. Product: OC1(c2cccnc2N2CCCC2)CCN(CC23CC(c4ccccc42)c2ccccc23)CC1. As a reaction SMILES: [CH2:1]1[CH2:2][CH2:3][NH:4][CH2:5]1.[CH2:6]([Li:7])[CH2:8][CH2:9][CH3:10].[O:41]1[CH2:42][CH2:43][O:44][CH2:45][CH2:46][O:47][CH2:48][CH2:49][O:50][CH2:51][CH2:52][O:53][CH2:54][CH2:55][O:56][CH2:57][CH2:58]1.[O:59]1[CH2:60][CH2:61][CH2:62][CH2:63]1.[cH:11]1[cH:12][cH:13][cH:14][c:15]2[c:24]1[C:23]1([CH2:26][N:27]3[CH2:28][CH2:29][C:30]([OH:33])([c:34]4[c:35]([F:40])[n:36][cH:37][cH:38][cH:39]4)[CH2:31][CH2:32]3)[c:22]3[c:17]([cH:18][cH:19][cH:20][cH:21]3)[CH:16]2[CH2:25]1>>[CH2:1]1[CH2:2][CH2:3][N:4]([c:35]2[c:34]([C:30]3([OH:33])[CH2:29][CH2:28][N:27]([CH2:26][C:23]45[c:22]6[c:17]([cH:18][cH:19][cH:20][cH:21]6)[CH:16]([c:15]6[cH:14][cH:13][cH:12][cH:11][c:24]64)[CH2:25]5)[CH2:32][CH2:31]3)[cH:39][cH:38][cH:37][n:36]2)[CH2:5]1. Starting materials: CCOC(=O)CBr, O=C([O-])[O-], CCC(C)=O, O=[N+]([O-])c1ccc(O)c(Cl)c1, [K+], [K+]. Yields the product CCOC(=O)COc1ccc([N+](=O)[O-])cc1Cl. Reaction SMILES: [Br:12][CH2:13][C:14](=[O:15])[O:16][CH2:17][CH3:18].[C:19](=[O:20])([O-:21])[O-:22].[CH3:25][C:26](=[O:27])[CH2:28][CH3:29].[Cl:1][c:2]1[c:3]([OH:11])[cH:4][cH:5][c:6]([N+:8](=[O:9])[O-:10])[cH:7]1.[K+:23].[K+:24]>>[Cl:1][c:2]1[c:3]([O:11][CH2:13][C:14](=[O:15])[O:16][CH2:17][CH3:18])[cH:4][cH:5][c:6]([N+:8](=[O:9])[O-:10])[cH:7]1.